Dataset: the Open Reaction Database (ORD), a public repository of structured organic reaction records. Task: describe an organic reaction: reactants, conditions, products, and yield Reactants: [Li]CCCC, CCOS(=O)(=O)CP(=O)(CC)CC, C1CCOC1, CNC(C(=O)NC(C(=O)N(C)C(C=O)C(C)C)C(C)(C)C)C(C)(C)c1ccccc1. Product: CCOS(=O)(=O)C=CC(C(C)C)N(C)C(=O)C(NC(=O)C(NC)C(C)(C)c1ccccc1)C(C)(C)C. RXN SMILES: [CH2:14]([Li:15])[CH2:16][CH2:17][CH3:18].[CH2:1]([P:2]([CH2:3][CH3:4])(=[O:5])[CH2:7][S:8](=[O:9])(=[O:10])[O:11][CH2:12][CH3:13])[CH3:6].[CH2:49]1[O:50][CH2:51][CH2:52][CH2:53]1.[CH:19](=[O:20])[CH:21]([CH:22]([CH3:23])[CH3:24])[N:25]([C:26](=[O:27])[CH:28]([C:29]([CH3:30])([CH3:31])[CH3:32])[NH:33][C:34]([CH:35]([C:36]([CH3:37])([c:38]1[cH:39][cH:40][cH:41][cH:42][cH:43]1)[CH3:44])[NH:45][CH3:46])=[O:47])[CH3:48]>>[CH:7]([S:8](=[O:9])(=[O:10])[O:11][CH2:12][CH3:13])=[CH:19][CH:21]([CH:22]([CH3:23])[CH3:24])[N:25]([C:26](=[O:27])[CH:28]([C:29]([CH3:30])([CH3:31])[CH3:32])[NH:33][C:34]([CH:35]([C:36]([CH3:37])([c:38]1[cH:39][cH:40][cH:41][cH:42][cH:43]1)[CH3:44])[NH:45][CH3:46])=[O:47])[CH3:48]. The reactants are Brc1ccc(C2OCCCO2)cn1, C1CCOC1, [Li]CCCC, [Cl-], [Cl-], Clc1ccnc2ccsc12, [Zn+2], c1ccc(P(c2ccccc2)(c2ccccc2)[Pd](P(c2ccccc2)(c2ccccc2)c2ccccc2)(P(c2ccccc2)(c2ccccc2)c2ccccc2)P(c2ccccc2)(c2ccccc2)c2ccccc2)cc1. Product: Clc1ccnc2cc(-c3ccc(C4OCCCO4)cn3)sc12. As a reaction SMILES: [Br:16][c:17]1[n:18][cH:19][c:20]([CH:23]2[O:24][CH2:25][CH2:26][CH2:27][O:28]2)[cH:21][cH:22]1.[CH2:29]1[O:30][CH2:31][CH2:32][CH2:33]1.[CH3:11][CH2:12][CH2:13][CH2:14][Li:15].[Cl-:34].[Cl-:36].[Cl:1][c:2]1[c:3]2[c:4]([n:5][cH:6][cH:7]1)[cH:8][cH:9][s:10]2.[Zn+2:35].[cH:37]1[cH:38][cH:39][c:40]([P:41]([Pd:42]([P:43]([c:44]2[cH:45][cH:46][cH:47][cH:48][cH:49]2)([c:50]2[cH:51][cH:52][cH:53][cH:54][cH:55]2)[c:56]2[cH:57][cH:58][cH:59][cH:60][cH:61]2)([P:62]([c:63]2[cH:64][cH:65][cH:66][cH:67][cH:68]2)([c:69]2[cH:70][cH:71][cH:72][cH:73][cH:74]2)[c:75]2[cH:76][cH:77][cH:78][cH:79][cH:80]2)[P:81]([c:82]2[cH:83][cH:84][cH:85][cH:86][cH:87]2)([c:88]2[cH:89][cH:90][cH:91][cH:92][cH:93]2)[c:94]2[cH:95][cH:96][cH:97][cH:98][cH:99]2)([c:100]2[cH:101][cH:102][cH:103][cH:104][cH:105]2)[c:106]2[cH:107][cH:108][cH:109][cH:110][cH:111]2)[cH:112][cH:113]1>>[Cl:1][c:2]1[c:3]2[c:4]([n:5][cH:6][cH:7]1)[cH:8][c:9](-[c:17]1[n:18][cH:19][c:20]([CH:23]3[O:24][CH2:25][CH2:26][CH2:27][O:28]3)[cH:21][cH:22]1)[s:10]2. The reactants are ClC1=CC(=C(OCC(=O)OCC)C=C1)OC ((4-Chloro-2-methoxyphenoxy)-acetic acid, ethyl ester). The solvent is Br (hydrogen bromide). Yields the product ClC1=CC(=C(OCC(=O)O)C=C1)O ((4-Chloro-2-hydroxyphenoxy)-acetic acid). As a reaction SMILES: [Cl:1][C:2]1[CH:14]=[CH:13][C:5]([O:6][CH2:7][C:8]([O:10]CC)=[O:9])=[C:4]([O:15]C)[CH:3]=1>Br>[Cl:1][C:2]1[CH:14]=[CH:13][C:5]([O:6][CH2:7][C:8]([OH:10])=[O:9])=[C:4]([OH:15])[CH:3]=1. Procedure details: A mixture of the product from step (i) (2.7 g) in 48% aqueous hydrogen bromide (30 ml) was heated under reflux for 2 h. The solvent was evaporated, the residue washed with water and dried, yield 1.7 g. Starting materials: C(=O)(OCC)C1=C(C=CC=C1)P(C1=CC=CC=C1)(C1=CC=CC=C1)=CCl (Carboethoxychloromethylenetriphenylphosphorane), ClC=1C=C(C=O)C=CC1Cl (3,4-dichlorobenzaldehyde), ClCCl (dichloromethane). Reported procedure: Carboethoxychloromethylenetriphenylphosphorane (8.74 g) in dichloromethane (100 ml) under nitrogen at 25° was treated with 3,4-dichlorobenzaldehyde. After 18 hours at 25° removal of solvent in vacuo was followed by trituration from hexane and the hexane washings were concentrated in vacuo. Purification by chromatrography (silica; ether/hexane) gave ethyl-3-(3,4-dichlorophenyl)-2-chloroprop-2-enoate (6.3 g). Reaction SMILES: [C:1]([C:6]1C=CC=CC=1P(=CCl)(C1C=CC=CC=1)C1C=CC=CC=1)([O:3][CH2:4][CH3:5])=[O:2].[Cl:27][C:28]1[CH:29]=[C:30]([CH:33]=[CH:34][C:35]=1[Cl:36])[CH:31]=O.[Cl:37]CCl>>[CH2:4]([O:3][C:1](=[O:2])[C:6]([Cl:37])=[CH:31][C:30]1[CH:33]=[CH:34][C:35]([Cl:36])=[C:28]([Cl:27])[CH:29]=1)[CH3:5]. Yields the product C(C)OC(C(=CC1=CC(=C(C=C1)Cl)Cl)Cl)=O (ethyl-3-(3,4-dichlorophenyl)-2-chloroprop-2-enoate). Starting materials: BrCC1=C(C=CC=C1OC(F)F)N1N=NN(C1=O)C (1-(2-bromomethyl-3-difluoromethoxyphenyl)-4-methyl-1,4-dihydrotetrazole-5-one), CC1=C(C=CC(=C1)N1N=C(C(=C1C)C)C)O (methyl-4-(3,4,5-trimethyl-pyrazol-1-yl)-phenol), C([O-])([O-])=O.[K+].[K+] (potassium carbonate). Run in C(C)#N (acetonitrile). Product: FC(OC=1C(=C(C=CC1)N1N=NN(C1=O)C)COC1=C(C=C(C=C1)N1N=C(C(=C1C)C)C)C)F (1-{3-difluoromethoxy-2-[2-methyl-4-(3,4,5-trimethyl-pyrazol-1-yl)-phenoxymethyl]-phenyl}-4-methyl-1,4-dihydrotetrazole-5-one). As a reaction SMILES: Br[CH2:2][C:3]1[C:8]([O:9][CH:10]([F:12])[F:11])=[CH:7][CH:6]=[CH:5][C:4]=1[N:13]1[C:17](=[O:18])[N:16]([CH3:19])[N:15]=[N:14]1.[CH3:20][C:21]1[CH:26]=[C:25]([N:27]2[C:31]([CH3:32])=[C:30]([CH3:33])[C:29]([CH3:34])=[N:28]2)[CH:24]=[CH:23][C:22]=1[OH:35].C(=O)([O-])[O-].[K+].[K+]>C(#N)C>[F:11][CH:10]([F:12])[O:9][C:8]1[C:3]([CH2:2][O:35][C:22]2[CH:23]=[CH:24][C:25]([N:27]3[C:31]([CH3:32])=[C:30]([CH3:33])[C:29]([CH3:34])=[N:28]3)=[CH:26][C:21]=2[CH3:20])=[C:4]([N:13]2[C:17](=[O:18])[N:16]([CH3:19])[N:15]=[N:14]2)[CH:5]=[CH:6][CH:7]=1 |f:2.3.4|. Procedure details: A mixture of 1-(2-bromomethyl-3-difluoromethoxyphenyl)-4-methyl-1,4-dihydrotetrazole-5-one (described in Reference Preparation example 1) 0.30 g, methyl-4-(3,4,5-trimethyl-pyrazol-1-yl)-phenol (described in Reference Preparation example 20) 0.26 g, potassium carbonate 0.21 g and acetonitrile 10 ml was stirred with heating under reflux for six hours. After cooling to room temperature, the reaction mixture was filtered, and the filtrate was then concentrated. The resulting residue was subjected to...